This data is from the Open Reaction Database (ORD), a public repository of structured organic reaction records. The task is: describe an organic reaction: reactants, conditions, products, and yield Reactants: BrCCOC1=CC2=C(C(=NS2)C2=CC=C(C=C2)Br)C=C1 (6-(2-Bromo-ethoxy)-3-(4-bromo-phenyl)-benzo[d]isothiazole), CNCCO (2-(methylamino)ethanol). The product is BrC1=CC=C(C=C1)C1=NSC2=C1C=CC(=C2)OCCN(CCO)C (2-[[2-[3-(4-Bromo-phenyl)-benzo[d]isothiazol-6-yloxy]-ethyl]-methyl-amino]-ethanol). RXN SMILES: Br[CH2:2][CH2:3][O:4][C:5]1[CH:20]=[CH:19][C:8]2[C:9]([C:12]3[CH:17]=[CH:16][C:15]([Br:18])=[CH:14][CH:13]=3)=[N:10][S:11][C:7]=2[CH:6]=1.[CH3:21][NH:22][CH2:23][CH2:24][OH:25]>>[Br:18][C:15]1[CH:16]=[CH:17][C:12]([C:9]2[C:8]3[CH:19]=[CH:20][C:5]([O:4][CH2:3][CH2:2][N:22]([CH3:21])[CH2:23][CH2:24][OH:25])=[CH:6][C:7]=3[S:11][N:10]=2)=[CH:13][CH:14]=1. Procedure: According to the method in example 4, 6-(2-Bromo-ethoxy)-3-(4-bromo-phenyl)-benzo[d]isothiazole and 2-(methylamino)ethanol were converted to yield 2-[[2-[3-(4-Bromo-phenyl)-benzo[d]isothiazol-6-yloxy]-ethyl]-methyl-amino]-ethanol, MS: 408 (MH+, 1Br). Reactants: O1C(OCC1)C1=NC=C(C(=C1)C)N (2-(1,3-dioxolanyl)-4-methyl-5-aminopyridine), C(Cl)Cl.CCO (CH2Cl2 EtOH). The product is O1C(OCC1)C1=NC=C(C(=C1)C)NC(C)=O (2-(1,3-Dioxolanyl)-4-methyl-5-acetylaminopyridine). Reaction SMILES: [O:1]1[CH2:5][CH2:4][O:3][CH:2]1[C:6]1[CH:11]=[C:10]([CH3:12])[C:9]([NH2:13])=[CH:8][N:7]=1.C(Cl)Cl.[CH3:17][CH2:18][OH:19]>>[O:1]1[CH2:5][CH2:4][O:3][CH:2]1[C:6]1[CH:11]=[C:10]([CH3:12])[C:9]([NH:13][C:18](=[O:19])[CH3:17])=[CH:8][N:7]=1 |f:1.2|. Reported procedure: 2-(1,3-Dioxolanyl)-4-methyl-5-acetylaminopyridine was prepared from 2-(1,3-dioxolanyl)-4-methyl-5-aminopyridine by the procedure employed for the synthesis of Example XIV. Yield: 0.5 g (82%); mp 98°-99° C.; TLC, Rf 0.65 (CH2Cl2 /EtOH, 10:1, v/v); 1H NMR (90 MHz, CDCl3) δ 2.08 (s, 3H, COCH3), 2.15 (s, 3H, 4-CH3), 4.05 (m, 4H, CH2CH2), 5.72 (s, 1H, 2-CH), 7.30 (s, 1H, 3-H), 8.05 (br s, 1H, NH, D2O exchangeable), 8.58 (s, 1H, 6-H). Anal. (C11H14N2O3) C, H, N.